Dataset: the Open Reaction Database (ORD), a public repository of structured organic reaction records. Task: describe an organic reaction: reactants, conditions, products, and yield Starting materials: C(C)(C)(C)C1=NN(C(=C1)N)C1=CC=CC=C1 (3-tert-butyl-1-phenyl-1H-pyrazol-5-amine), N1=CC=CC=C1 (pyridine), ClC(=O)OC(=C)C (isopropenyl chloroformate). Solvent: C(Cl)Cl (CH2Cl2). Reaction conditions: temperature 60 celsius, time 45 minute. Product: C(C)(C)(C)C1=NN(C(=C1)NC(OC(=C)C)=O)C1=CC=CC=C1 (prop-1-en-2-yl 3-t-butyl-1-phenyl-1H-pyrazol-5-ylcarbamate). Isolated yield 78.0%. Reaction SMILES: [C:1]([C:5]1[CH:9]=[C:8]([NH2:10])[N:7]([C:11]2[CH:16]=[CH:15][CH:14]=[CH:13][CH:12]=2)[N:6]=1)([CH3:4])([CH3:3])[CH3:2].N1C=CC=CC=1.Cl[C:24]([O:26][C:27]([CH3:29])=[CH2:28])=[O:25]>C(Cl)Cl>[C:1]([C:5]1[CH:9]=[C:8]([NH:10][C:24](=[O:25])[O:26][C:27]([CH3:29])=[CH2:28])[N:7]([C:11]2[CH:16]=[CH:15][CH:14]=[CH:13][CH:12]=2)[N:6]=1)([CH3:4])([CH3:2])[CH3:3]. Procedure details: To a solution of Example B1 (10.00 g, 46.4 mmol, 1.00 eq) and pyridine (7.58 ml, 92.9 mmol, 2.00 eq) in CH2Cl2 (225 ml) at 0° C. was added isopropenyl chloroformate (5.33 ml, 4.8.8 mol, 1.05 eq). After 45 min at 0° C., the completed reaction was washed with 3M HCl (2×), satd. NaHCO3 (1×), and brine (1×), dried (MgSO4), filtered and evaporated to afford crude product (14.9 g) as an oil that solidified on the pump. The crude material obtained was upgraded by triturating in warm (60° C.) hexanes (7... Reactants: Cc1c(F)cccc1CCCN, O=C1CCC(c2ccc3[nH]c(=O)oc3c2)CC1. Yields the product Cc1c(F)cccc1CCCNC1CCC(c2ccc3[nH]c(=O)oc3c2)CC1. Reaction SMILES: [CH3:18][c:19]1[c:20]([CH2:26][CH2:27][CH2:28][NH2:29])[cH:21][cH:22][cH:23][c:24]1[F:25].[CH:1]1([c:8]2[cH:9][c:10]3[c:11]([nH:12][c:13](=[O:15])[o:14]3)[cH:16][cH:17]2)[CH2:2][CH2:3][C:4](=[O:7])[CH2:5][CH2:6]1>>[CH:1]1([c:8]2[cH:9][c:10]3[c:11]([nH:12][c:13](=[O:15])[o:14]3)[cH:16][cH:17]2)[CH2:2][CH2:3][CH:4]([NH:29][CH2:28][CH2:27][CH2:26][c:20]2[c:19]([CH3:18])[c:24]([F:25])[cH:23][cH:22][cH:21]2)[CH2:5][CH2:6]1. Starting materials: Cl (hydrochloric acid), C([O-])([O-])=O.[K+].[K+] (Potassium carbonate), C(C1=CC=CC=C1)Br (benzyl bromide), C(C)OC(C1=CC(=C(C=C1)O)OC(C)=O)=O (3-Acetoxy-4-hydroxy-benzoic acid ethyl ester). The solvent is C(C)OCC (diethyl ether), CN(C)C=O (DMF). Run at time 30 minute. The product is C(C)OC(C1=CC(=C(C=C1)OCC1=CC=CC=C1)OC(C)=O)=O (3-Acetoxy-4-benzyloxy-benzoic acid ethyl ester). Yield: 74.9%. RXN SMILES: [CH2:1]([O:3][C:4](=[O:16])[C:5]1[CH:10]=[CH:9][C:8]([OH:11])=[C:7]([O:12][C:13](=[O:15])[CH3:14])[CH:6]=1)[CH3:2].C(=O)([O-])[O-].[K+].[K+].[CH2:23](Br)[C:24]1[CH:29]=[CH:28][CH:27]=[CH:26][CH:25]=1.Cl>CN(C=O)C.C(OCC)C>[CH2:1]([O:3][C:4](=[O:16])[C:5]1[CH:10]=[CH:9][C:8]([O:11][CH2:23][C:24]2[CH:29]=[CH:28][CH:27]=[CH:26][CH:25]=2)=[C:7]([O:12][C:13](=[O:15])[CH3:14])[CH:6]=1)[CH3:2] |f:1.2.3|. Reported procedure: The compound of step 1 (20 g, 89.2 mmol) was dissolved in DMF (100 ml) and cooled in an ice bath. Potassium carbonate (18.4 g, 134 mmol) and, immediately thereafter, benzyl bromide (15.2 g, 89.2 mmol) were added. This mixture was stirred for 30 min at room temperature, poured on a mixture of 2 N hydrochloric acid and diethyl ether, filtered and washed repeatedly with diethyl ether. The combined ethereal phases were washed with water, dried over sodium chloride, decanted and evaporated to dryness... The reactants are C1(=CC=CC=C1)C.CO (toluene methanol), OC1=CC=C(C=C1)NC(C)=O (N-(4-hydroxyphenyl)acetamide), FC(C(=O)O)(F)F (trifluoroacetic acid), C1N2CN3CN1CN(C2)C3 (hexamethylenetetramine). Solvent: C(C)(=O)OCC (ethyl acetate), O (water). Reaction conditions: temperature 70 celsius. The product is C(=O)C=1C=C(C=CC1O)NC(C)=O (N-(3-Formyl-4-hydroxyphenyl)acetamide). Yield: 47.4%. Reaction SMILES: [OH:1][C:2]1[CH:7]=[CH:6][C:5]([NH:8][C:9](=[O:11])[CH3:10])=[CH:4][CH:3]=1.FC(F)(F)[C:14](O)=[O:15].C1N2CN3CN(C2)CN1C3.C1(C)C=CC=CC=1.CO>C(OCC)(=O)C.O>[CH:14]([C:7]1[CH:6]=[C:5]([NH:8][C:9](=[O:11])[CH3:10])[CH:4]=[CH:3][C:2]=1[OH:1])=[O:15] |f:3.4|. Procedure: 25 g of N-(4-hydroxyphenyl)acetamide (0.165 mol; 1 equivalent) and 92.7 g of trifluoroacetic acid (0.661 mol; 4 equivalents) are placed in a 500 ml reactor. The mixture is stirred, and 92.7 g of hexamethylenetetramine (0.661 mol; 4 equivalents) are then added portionwise. The reaction is exothermic. A temperature of 70° C. is maintained over 18 hours, while monitoring the reaction progress by thin-layer chromatography (eluent: 8/2 toluene/methanol). The reaction medium is allowed to warm to room... Starting materials: C1CCOC1, COC(=O)c1sc(Br)c(Br)c1OCC(=O)OC(C)(C)C, CC1(C)OB(c2ccc(O)cc2)OC1(C)C, [K+], [K+], O=C([O-])[O-], O, c1ccc(P(c2ccccc2)(c2ccccc2)[Pd](P(c2ccccc2)(c2ccccc2)c2ccccc2)(P(c2ccccc2)(c2ccccc2)c2ccccc2)P(c2ccccc2)(c2ccccc2)c2ccccc2)cc1. The product is COC(=O)c1sc(-c2ccc(O)cc2)c(Br)c1OCC(=O)OC(C)(C)C. As a reaction SMILES: [CH2:43]1[O:44][CH2:45][CH2:46][CH2:47]1.[CH3:1][O:2][C:3](=[O:4])[c:5]1[s:6][c:7]([Br:20])[c:8]([Br:19])[c:9]1[O:10][CH2:11][C:12](=[O:13])[O:14][C:15]([CH3:16])([CH3:17])[CH3:18].[CH3:21][C:22]1([CH3:23])[C:24]([CH3:25])([CH3:26])[O:27][B:28]([c:29]2[cH:30][cH:31][c:32]([OH:35])[cH:33][cH:34]2)[O:36]1.[K+:37].[K+:38].[O-:39][C:40]([O-:41])=[O:42].[OH2:48].[cH:49]1[cH:50][cH:51][c:52]([P:53]([Pd:54]([P:55]([c:56]2[cH:57][cH:58][cH:59][cH:60][cH:61]2)([c:62]2[cH:63][cH:64][cH:65][cH:66][cH:67]2)[c:68]2[cH:69][cH:70][cH:71][cH:72][cH:73]2)([P:74]([c:75]2[cH:76][cH:77][cH:78][cH:79][cH:80]2)([c:81]2[cH:82][cH:83][cH:84][cH:85][cH:86]2)[c:87]2[cH:88][cH:89][cH:90][cH:91][cH:92]2)[P:93]([c:94]2[cH:95][cH:96][cH:97][cH:98][cH:99]2)([c:100]2[cH:101][cH:102][cH:103][cH:104][cH:105]2)[c:106]2[cH:107][cH:108][cH:109][cH:110][cH:111]2)([c:112]2[cH:113][cH:114][cH:115][cH:116][cH:117]2)[c:118]2[cH:119][cH:120][cH:121][cH:122][cH:123]2)[cH:124][cH:125]1>>[CH3:1][O:2][C:3](=[O:4])[c:5]1[s:6][c:7](-[c:29]2[cH:30][cH:31][c:32]([OH:35])[cH:33][cH:34]2)[c:8]([Br:19])[c:9]1[O:10][CH2:11][C:12](=[O:13])[O:14][C:15]([CH3:16])([CH3:17])[CH3:18]. Starting materials: BrBr (bromine), CC(=O)C=1OC2=C(C1)C=CC=C2 (Benzofuran-2-yl methyl ketone), resultant mixture. Solvent: C(O)([O-])=O.[Na+] (sodium hydrogencarbonate), CCOCC (ether). Product: BrCC(=O)C=1OC2=C(C1)C=CC=C2 (Benzofuran-2-yl Bromomethyl Ketone). Isolated yield 64.9%. RXN SMILES: [CH3:1][C:2]([C:4]1[O:5][C:6]2[CH:12]=[CH:11][CH:10]=[CH:9][C:7]=2[CH:8]=1)=[O:3].[Br:13]Br>CCOCC.C(=O)([O-])O.[Na+]>[Br:13][CH2:1][C:2]([C:4]1[O:5][C:6]2[CH:12]=[CH:11][CH:10]=[CH:9][C:7]=2[CH:8]=1)=[O:3] |f:3.4|. Procedure details: Benzofuran-2-yl methyl ketone (1.60 g, 10 mM) was dissolved in ether (20 mL). Under stirring of the mixture at room temperature, bromine (1.60 g) was added thereto. The resultant mixture was stirred for 10 minutes at room temperature, and poured in saturated sodium hydrogencarbonate solution, followed by extraction with ether (80 mL). The extract was washed with saturated brine and dried over magnesium sulfate, and the solvent was removed. Hexane was added to the residue and crystals were collec... Starting materials: CO, [H][H], O=C(OC(Cc1cc(C(F)(F)F)cc(C(F)(F)F)c1)C(=O)N1CCC(N2CCN(Cc3ccccc3)CC2)CC1)N1CCC(N2CCc3ccccc3NC2=O)CC1. Product: O=C(OC(Cc1cc(C(F)(F)F)cc(C(F)(F)F)c1)C(=O)N1CCC(N2CCNCC2)CC1)N1CCC(N2CCc3ccccc3NC2=O)CC1. Reaction SMILES: [CH3:61][OH:62].[H:59][H:60].[O:1]=[C:2]1[NH:3][c:4]2[c:5]([cH:55][cH:56][cH:57][cH:58]2)[CH2:6][CH2:7][N:8]1[CH:9]1[CH2:10][CH2:11][N:12]([C:15](=[O:16])[O:17][CH:18]([C:19](=[O:20])[N:21]2[CH2:22][CH2:23][CH:24]([N:27]3[CH2:28][CH2:29][N:30]([CH2:33][c:34]4[cH:35][cH:36][cH:37][cH:38][cH:39]4)[CH2:31][CH2:32]3)[CH2:25][CH2:26]2)[CH2:40][c:41]2[cH:42][c:43]([C:51]([F:52])([F:53])[F:54])[cH:44][c:45]([C:47]([F:48])([F:49])[F:50])[cH:46]2)[CH2:13][CH2:14]1>>[O:1]=[C:2]1[NH:3][c:4]2[c:5]([cH:55][cH:56][cH:57][cH:58]2)[CH2:6][CH2:7][N:8]1[CH:9]1[CH2:10][CH2:11][N:12]([C:15](=[O:16])[O:17][CH:18]([C:19](=[O:20])[N:21]2[CH2:22][CH2:23][CH:24]([N:27]3[CH2:28][CH2:29][NH:30][CH2:31][CH2:32]3)[CH2:25][CH2:26]2)[CH2:40][c:41]2[cH:42][c:43]([C:51]([F:52])([F:53])[F:54])[cH:44][c:45]([C:47]([F:48])([F:49])[F:50])[cH:46]2)[CH2:13][CH2:14]1. Starting materials: O=C([O-])[O-], Cn1c(-c2ccn(C)c(=O)c2)nnc1S(C)(=O)=O, CC(O)c1cc(-c2cccc(Cl)c2)on1, [Cs+], [Cs+]. The product is CC(Oc1nnc(-c2ccn(C)c(=O)c2)n1C)c1cc(-c2cccc(Cl)c2)on1. As a reaction SMILES: [C:34](=[O:35])([O-:36])[O-:37].[CH3:16][S:17](=[O:18])(=[O:19])[c:20]1[n:21]([CH3:33])[c:22](-[c:25]2[cH:26][c:27](=[O:32])[n:28]([CH3:31])[cH:29][cH:30]2)[n:23][n:24]1.[Cl:1][c:2]1[cH:3][c:4](-[c:8]2[cH:9][c:10]([CH:13]([CH3:14])[OH:15])[n:11][o:12]2)[cH:5][cH:6][cH:7]1.[Cs+:38].[Cs+:39]>>[Cl:1][c:2]1[cH:3][c:4](-[c:8]2[cH:9][c:10]([CH:13]([CH3:14])[O:15][c:20]3[n:21]([CH3:33])[c:22](-[c:25]4[cH:26][c:27](=[O:32])[n:28]([CH3:31])[cH:29][cH:30]4)[n:23][n:24]3)[n:11][o:12]2)[cH:5][cH:6][cH:7]1. Starting materials: CCN=C=NCCCN(C)C, CSc1cccc(C(=O)O)c1, CC(C)(C)C(=O)n1ncc2cc(NC3CCCNC3)ccc21, CCN(C(C)C)C(C)C, Cl, I, CN(C)C=O. Product: CSc1cccc(C(=O)N2CCCC(Nc3ccc4c(cnn4C(=O)C(C)(C)C)c3)C2)c1. RXN SMILES: [CH3:13][N:14]([CH3:15])[CH2:16][CH2:17][CH2:18][N:19]=[C:20]=[N:21][CH2:22][CH3:23].[CH3:1][S:2][c:3]1[cH:4][c:5]([C:6](=[O:7])[OH:8])[cH:9][cH:10][cH:11]1.[CH3:33][C:34]([C:35](=[O:36])[n:37]1[n:38][cH:39][c:40]2[cH:41][c:42]([NH:46][CH:47]3[CH2:48][NH:49][CH2:50][CH2:51][CH2:52]3)[cH:43][cH:44][c:45]12)([CH3:53])[CH3:54].[CH:24]([N:25]([CH:26]([CH3:27])[CH3:28])[CH2:29][CH3:30])([CH3:31])[CH3:32].[ClH:55].[IH:12].[O:56]=[CH:57][N:58]([CH3:59])[CH3:60]>>[CH3:1][S:2][c:3]1[cH:4][c:5]([C:6](=[O:8])[N:49]2[CH2:48][CH:47]([NH:46][c:42]3[cH:41][c:40]4[cH:39][n:38][n:37]([C:35]([C:34]([CH3:33])([CH3:53])[CH3:54])=[O:36])[c:45]4[cH:44][cH:43]3)[CH2:52][CH2:51][CH2:50]2)[cH:9][cH:10][cH:11]1. Reactants: C(O)([O-])=O.[Na+] (sodium hydrogen carbonate), NC=1C(=C(C(=O)NC2=C(C=C(C=C2Cl)C(C(C(F)(F)F)(F)F)(C(F)(F)F)F)Cl)C=CC1C#N)F (3-amino-4-cyano-N-[2,6-dichloro-4-(1,2,2,3,3,3-hexafluoro-1-trifluoromethylpropyl)phenyl]-2-fluorobenzamide), C(#N)C1=C(C=C(C(=O)NC2=C(C=C(C=C2Br)C(C(C(F)(F)F)(F)F)(C(F)(F)F)F)Br)C=C1)NC(C1=C(C=C(C=C1)C#N)C)=O (4-cyano-3-(4′-cyano-2′-methylbenzoylamino)-N-[2,6-dibromo-4-(1,2,2,3,3,3-hexafluoro-1-trifluoromethylpropyl)phenyl]benzamide), [H-].[Na+] (sodium hydride). Solvent: CN(C(C)=O)C (N,N-dimethylacetamide). Run at time 30 minute. The product is C(#N)C1=C(C(=C(C(=O)NC2=C(C=C(C=C2Cl)C(C(C(F)(F)F)(F)F)(C(F)(F)F)F)Cl)C=C1)F)NC(C1=C(C=C(C=C1)C#N)C)=O (4-cyano-3-(4′-cyano-2′-methylbenzoylamino)-N-[2,6-dichloro-4-(1,2,2,3,3,3-hexafluoro-1-trifluoromethylpropyl)phenyl]-2-fluorobenzamide). The yield is 15.0%. As a reaction SMILES: [NH2:1][C:2]1[C:3]([F:34])=[C:4]([CH:29]=[CH:30][C:31]=1[C:32]#[N:33])[C:5]([NH:7][C:8]1[C:13]([Cl:14])=[CH:12][C:11]([C:15]([F:27])([C:23]([F:26])([F:25])[F:24])[C:16]([F:22])([F:21])[C:17]([F:20])([F:19])[F:18])=[CH:10][C:9]=1[Cl:28])=[O:6].[H-].[Na+].C(C1C=CC(C(NC2C(Br)=CC(C(F)(C(F)(F)F)C(F)(F)C(F)(F)F)=CC=2Br)=O)=CC=1N[C:70](=[O:80])[C:71]1[CH:76]=[CH:75][C:74]([C:77]#[N:78])=[CH:73][C:72]=1[CH3:79])#N.C(=O)([O-])O.[Na+]>CN(C)C(=O)C>[C:32]([C:31]1[CH:30]=[CH:29][C:4]([C:5]([NH:7][C:8]2[C:9]([Cl:28])=[CH:10][C:11]([C:15]([F:27])([C:23]([F:24])([F:25])[F:26])[C:16]([F:21])([F:22])[C:17]([F:18])([F:19])[F:20])=[CH:12][C:13]=2[Cl:14])=[O:6])=[C:3]([F:34])[C:2]=1[NH:1][C:70](=[O:80])[C:71]1[CH:76]=[CH:75][C:74]([C:77]#[N:78])=[CH:73][C:72]=1[CH3:79])#[N:33] |f:1.2,4.5|. Procedure details: To a suspension of 3-amino-4-cyano-N-[2,6-dichloro-4-(1,2,2,3,3,3-hexafluoro-1-trifluoromethylpropyl)phenyl]-2-fluorobenzamide (Example 1.7) (0.054 g, 0.10 mmol) in N,N-dimethylacetamide (“DMA”) (1 ml) was added sodium hydride (55% w/v) (0.018 g, 0.40 mmol). The reaction mixture was stirred for 30 minutes at ambient temperature and then 4-cyano-2-methylbenzoyl chloride (see first part of Example 2.1) (0.10 mmol) was added. The reaction mixture was stirred at ambient temperature for 16 hours. Sat...